Dataset: the Open Reaction Database (ORD), a public repository of structured organic reaction records. Task: describe an organic reaction: reactants, conditions, products, and yield Isolated yield 38.7%. Procedure: To a solution of 0.8 g of the product of Step 10 in 100 mL of MeOH and 20 mL of THF was added 0.3 g of NaBH4. After stirring for 1 h at room temperature, 2 mL of AcOH was added and the reaction mixture was concentrated and the residue was portioned between 50 mL of brine and 150 mL of EtOAc. The organic layer was separated and dried over Na2SO4. After filtration, the filtrate was concentrated and the residue was dissolved in 5 mL of CH2Cl2, and treated with 5 mL of Et3SiH and 3 mL of TFA. After ... Conditions: time 1 hour. Yields the product FC1=CC=C(C=C1)S(=O)(=O)N(C1CCC=2N(C3=CC=CC=C3C2CC(=O)OC)C1)C ((+/−) methyl {7-[[(4-fluorophenyl)sulfonyl](methyl)amino]-6,7,8,9-tetrahydropyrido[1,2-a]indol-10-yl}acetate). Run in CO (MeOH), C1CCOC1 (THF). Starting materials: FC1=CC=C(C=C1)S(=O)(=O)N(C1CCC=2N(C3=CC=CC=C3C2C(C(=O)OC)=O)C1)C ((+/−) methyl {7-[[(4-fluorophenyl)sulfonyl](methyl)amino]-6,7,8,9-tetrahydropyrido[1,2-a]indol-10-yl}(oxo)acetate), [BH4-].[Na+] (NaBH4), CC(=O)O (AcOH). RXN SMILES: [F:1][C:2]1[CH:7]=[CH:6][C:5]([S:8]([N:11]([CH3:31])[CH:12]2[CH2:30][N:16]3[C:17]4[C:22]([C:23]([C:24](=O)[C:25]([O:27][CH3:28])=[O:26])=[C:15]3[CH2:14][CH2:13]2)=[CH:21][CH:20]=[CH:19][CH:18]=4)(=[O:10])=[O:9])=[CH:4][CH:3]=1.[BH4-].[Na+].CC(O)=O>CO.C1COCC1>[F:1][C:2]1[CH:7]=[CH:6][C:5]([S:8]([N:11]([CH3:31])[CH:12]2[CH2:30][N:16]3[C:17]4[C:22]([C:23]([CH2:24][C:25]([O:27][CH3:28])=[O:26])=[C:15]3[CH2:14][CH2:13]2)=[CH:21][CH:20]=[CH:19][CH:18]=4)(=[O:9])=[O:10])=[CH:4][CH:3]=1 |f:1.2|.